From a dataset of the Open Reaction Database (ORD), a public repository of structured organic reaction records. describe an organic reaction: reactants, conditions, products, and yield Procedure details: To a stirred solution of 16.2 (0.047 g, 0.09 mmol) in THF (2.00 mL, 0.10 mmol) and EtOH (2.00 mL, 0.10 mmol) at 23° C. was added a 1 M solution of sodium hydroxide (1 mL, 1 mmol). Stirring was continued for 15 hours. The resulting reaction was concentrated in vacuo. 1 N HCl was added to bring the pH to 1, and the resulting mixture was extracted with EtOAc, dried over MgSO4, and concentrated. The crude product was purified by silica gel flash chromatography (0-20% EtOAc/hexane) to afford compound... Reactants: CC(C)(C)C1=CC=C(C=C1C1=C(C=CC(=C1)OC)F)COC1=CC=C(C=C1)[C@@H](CC(=O)OC)C=C(C)C (Methyl (3S)-3-(4-(((6-(1,1-dimethylethyl)-2′-fluoro-5′-(methyloxy)-1,1′-biphenyl-3-yl)methyl)oxy)phenyl)-5-methyl-4-hexenoate), C1CCOC1 (THF), CCO (EtOH), solution, [OH-].[Na+] (sodium hydroxide). The product is CC(C)(C)C1=CC=C(C=C1C1=C(C=CC(=C1)OC)F)COC1=CC=C(C=C1)[C@H](CC(=O)O)C=C(C)C ((3R)-3-(4-(((6-(1,1-Dimethylethyl)-2′-fluoro-5′-(methyloxy)-1,1′-biphenyl-3-yl)methyl)oxy)phenyl)-5-methyl-4-hexenoic acid). RXN SMILES: [CH3:1][C:2]([C:5]1[C:10]([C:11]2[CH:16]=[C:15]([O:17][CH3:18])[CH:14]=[CH:13][C:12]=2[F:19])=[CH:9][C:8]([CH2:20][O:21][C:22]2[CH:27]=[CH:26][C:25]([C@H:28]([CH:34]=[C:35]([CH3:37])[CH3:36])[CH2:29][C:30]([O:32]C)=[O:31])=[CH:24][CH:23]=2)=[CH:7][CH:6]=1)([CH3:4])[CH3:3].C1COCC1.CCO.[OH-].[Na+]>>[CH3:4][C:2]([C:5]1[C:10]([C:11]2[CH:16]=[C:15]([O:17][CH3:18])[CH:14]=[CH:13][C:12]=2[F:19])=[CH:9][C:8]([CH2:20][O:21][C:22]2[CH:23]=[CH:24][C:25]([C@@H:28]([CH:34]=[C:35]([CH3:37])[CH3:36])[CH2:29][C:30]([OH:32])=[O:31])=[CH:26][CH:27]=2)=[CH:7][CH:6]=1)([CH3:1])[CH3:3] |f:3.4|. Run at time 15 hour. Yield: 86.1%. The solvent is C1=CC=CC=C1 (benzene). As a reaction SMILES: O=[CH:2][C:3](=[CH2:5])[CH3:4].[Br-].[N+:7]([C:10]1[CH:35]=[CH:34][CH:33]=[CH:32][C:11]=1[CH2:12][P+](C1C=CC=CC=1)(C1C=CC=CC=1)C1C=CC=CC=1)([O-:9])=[O:8].[OH-].[Na+]>C1C=CC=CC=1>[CH3:4][C:3](=[CH2:5])[CH:2]=[CH:12][C:11]1[CH:32]=[CH:33][CH:34]=[CH:35][C:10]=1[N+:7]([O-:9])=[O:8] |f:1.2,3.4|. Run at time 5 hour. Procedure details: 5.0 ml of methacrolein was dissolved in 100 ml of benzene. Thereto were added 31.5 g of 2-nitro-benzyltriphenylphosphonium bromide and 100 ml of a 5 N aqueous sodium hydroxide solution. The mixture was stirred at room temperature for 5 hours. The organic layer was separated and washed with an aqueous saturated sodium chloride solution and dried over anhydrous magnesium sulfate. The solvent was removed by distillation under reduced pressure. The residue was purified by column chromatography (elua... The reactants are [Br-].[N+](=O)([O-])C1=C(C[P+](C2=CC=CC=C2)(C2=CC=CC=C2)C2=CC=CC=C2)C=CC=C1 (2-nitro-benzyltriphenylphosphonium bromide), [OH-].[Na+] (sodium hydroxide), O=CC(C)=C (methacrolein). Yields the product CC(C=CC1=C(C=CC=C1)[N+](=O)[O-])=C (1-(3-methyl-1,3-butadienyl)-2-nitrobenzene). Reactants: CC(C)(O)c1ccc2c(c1)C(=CCCBr)c1cccnc1CO2, O=C([O-])[O-], CC#N, NC(=O)CN(Cc1ccc(Cl)cc1)C1CCNC1, [K+], [K+], O. Yields the product CC(C)(O)c1ccc2c(c1)C(=CCCN1CCC(N(CC(N)=O)Cc3ccc(Cl)cc3)C1)c1cccnc1CO2. As a reaction SMILES: [Br:25][CH2:26][CH2:27][CH:28]=[C:29]1[c:30]2[c:31]([cH:40][cH:41][c:42]([C:44]([CH3:45])([CH3:46])[OH:47])[cH:43]2)[O:32][CH2:33][c:34]2[c:35]1[cH:36][cH:37][cH:38][n:39]2.[C:19](=[O:20])([O-:21])[O-:22].[C:49](#[N:50])[CH3:51].[Cl:1][c:2]1[cH:3][cH:4][c:5]([CH2:6][N:7]([CH2:8][C:9](=[O:10])[NH2:11])[CH:12]2[CH2:13][NH:14][CH2:15][CH2:16]2)[cH:17][cH:18]1.[K+:23].[K+:24].[OH2:48]>>[Cl:1][c:2]1[cH:3][cH:4][c:5]([CH2:6][N:7]([CH2:8][C:9](=[O:10])[NH2:11])[CH:12]2[CH2:13][N:14]([CH2:26][CH2:27][CH:28]=[C:29]3[c:30]4[c:31]([cH:40][cH:41][c:42]([C:44]([CH3:45])([CH3:46])[OH:47])[cH:43]4)[O:32][CH2:33][c:34]4[c:35]3[cH:36][cH:37][cH:38][n:39]4)[CH2:15][CH2:16]2)[cH:17][cH:18]1. Reactants: CC(C)(C)OC(=O)N1CC(=O)C1, COC(=O)C=P(c1ccccc1)(c1ccccc1)c1ccccc1, Cc1ccccc1. Yields the product COC(=O)C=C1CN(C(=O)OC(C)(C)C)C1. RXN SMILES: [C:1]([CH3:2])([CH3:3])([CH3:4])[O:5][C:6](=[O:7])[N:8]1[CH2:9][C:10](=[O:12])[CH2:11]1.[CH3:13][O:14][C:15](=[O:16])[CH:17]=[P:18]([c:19]1[cH:20][cH:21][cH:22][cH:23][cH:24]1)([c:25]1[cH:26][cH:27][cH:28][cH:29][cH:30]1)[c:31]1[cH:32][cH:33][cH:34][cH:35][cH:36]1.[CH3:37][c:38]1[cH:39][cH:40][cH:41][cH:42][cH:43]1>>[C:1]([CH3:2])([CH3:3])([CH3:4])[O:5][C:6](=[O:7])[N:8]1[CH2:9][C:10](=[CH:17][C:15]([O:14][CH3:13])=[O:16])[CH2:11]1. Run in CO (methanol). As a reaction SMILES: [OH-].[Na+].C[O:4][C:5](=[O:25])[CH2:6][C:7]1[C:8]([CH3:24])=[N:9][N:10]([C:18]2[CH:23]=[N:22][CH:21]=[CH:20][N:19]=2)[C:11]=1[C:12]1[CH:17]=[CH:16][CH:15]=[CH:14][CH:13]=1>CO>[CH3:24][C:8]1[C:7]([CH2:6][C:5]([OH:25])=[O:4])=[C:11]([C:12]2[CH:17]=[CH:16][CH:15]=[CH:14][CH:13]=2)[N:10]([C:18]2[CH:23]=[N:22][CH:21]=[CH:20][N:19]=2)[N:9]=1 |f:0.1|. Product: CC1=NN(C(=C1CC(=O)O)C1=CC=CC=C1)C1=NC=CN=C1 ([3-Methyl-5-phenyl-1-(pyrazin-2-yl)-1H-pyrazol-4-yl]acetic acid). Reported procedure: 0.073 g (1.819 mmol) of 2-molar aqueous sodium hydroxide solution was added to 0.165 g (0.455 mmol) of methyl[3-methyl-5-phenyl-1-(pyrazin-2-yl)-1H-pyrazol-4-yl]acetate (see A3) dissolved in 5 ml of methanol, and the mixture was stirred at 20° C. for 1 h. The methanol was removed under reduced pressure and the residue was poured into a mixture of 10 ml of water and 15 ml of dichloromethane. The aqueous phase was extracted with 15 ml of dichloromethane, acidified with concentrated hydrochloric ac... Conditions: temperature 20 celsius, time 1 hour. The reactants are [OH-].[Na+] (sodium hydroxide), COC(CC=1C(=NN(C1C1=CC=CC=C1)C1=NC=CN=C1)C)=O (methyl[3-methyl-5-phenyl-1-(pyrazin-2-yl)-1H-pyrazol-4-yl]acetate). The reactants are CC(C)(C)C=1C=C(C=C(C1O)C(C)(C)C)C=C1C(NCS1)=O (5-[[3,5-bis(1,1-dimethylethyl) -4-hydroxyphenyl]methylene]-4-thiazolidinone), [H-].[Na+] (sodium hydride), Cl (hydrochloric acid), C(C)I (ethyl iodide). Run in O1CCCC1 (tetrahydrofuran), C(C)OCC (diethyl ether), O (water). Run at time 2 day. Product: CC(C)(C)C=1C=C(C=C(C1O)C(C)(C)C)C=C1C(N(CS1)CC)=O (5-[[3,5-bis(1,1-dimethylethyl)-4-hydroxyphenyl]methylene]-3-ethyl-4-thiazolidinone). As a reaction SMILES: [CH3:1][C:2]([C:5]1[CH:6]=[C:7]([CH:16]=[C:17]2[S:21][CH2:20][NH:19][C:18]2=[O:22])[CH:8]=[C:9]([C:12]([CH3:15])([CH3:14])[CH3:13])[C:10]=1[OH:11])([CH3:4])[CH3:3].[H-].[Na+].[CH2:25](I)[CH3:26].Cl>O1CCCC1.C(OCC)C.O>[CH3:4][C:2]([C:5]1[CH:6]=[C:7]([CH:16]=[C:17]2[S:21][CH2:20][N:19]([CH2:25][CH3:26])[C:18]2=[O:22])[CH:8]=[C:9]([C:12]([CH3:13])([CH3:14])[CH3:15])[C:10]=1[OH:11])([CH3:1])[CH3:3] |f:1.2|. Procedure details: To a solution of 9.58 g of 5-[[3,5-bis(1,1-dimethylethyl) -4-hydroxyphenyl]methylene]-4-thiazolidinone in 150 ml of tetrahydrofuran were added 1.20 g of a 60% dispersion of sodium hydride in mineral oil. After gas evolution ceased, 2.4 ml of ethyl iodide were added and the reaction mixture was stirred for two days under an argon atmosphere. The mixture was heated at reflux for six hours, cooled, diluted with diethyl ether and water, and adjusted to pH 3 with 1N hydrochloric acid. The layers were... Reactants: Nc1ccc2ncc(Br)cc2n1, O=C(OC(Cl)(Cl)Cl)OC(Cl)(Cl)Cl, NCCc1ccccc1, O, c1ccncc1. Yields the product O=C(NCCc1ccccc1)Nc1ccc2ncc(Br)cc2n1. As a reaction SMILES: [Br:1][c:2]1[cH:3][n:4][c:5]2[cH:6][cH:7][c:8]([NH2:12])[n:9][c:10]2[cH:11]1.[Cl:13][C:14]([Cl:15])([O:16][C:17]([O:18][C:19]([Cl:20])([Cl:21])[Cl:22])=[O:23])[Cl:24].[NH2:25][CH2:26][CH2:27][c:28]1[cH:29][cH:30][cH:31][cH:32][cH:33]1.[OH2:34].[cH:35]1[cH:36][cH:37][n:38][cH:39][cH:40]1>>[Br:1][c:2]1[cH:3][n:4][c:5]2[cH:6][cH:7][c:8]([NH:12][C:17](=[O:23])[NH:25][CH2:26][CH2:27][c:28]3[cH:29][cH:30][cH:31][cH:32][cH:33]3)[n:9][c:10]2[cH:11]1. Starting materials: CC(C)(C)OC(=O)N1CCC(CN)CC1, Cc1ccccc1, O=P(CS(=O)(=O)Oc1ccccc1)(Oc1ccccc1)Oc1ccccc1. The product is CC(C)(C)OC(=O)N1CCC(CNS(=O)(=O)CP(=O)(Oc2ccccc2)Oc2ccccc2)CC1. RXN SMILES: [C:28]([CH3:29])([CH3:30])([CH3:31])[O:32][C:33](=[O:34])[N:35]1[CH2:36][CH2:37][CH:38]([CH2:41][NH2:42])[CH2:39][CH2:40]1.[CH3:43][c:44]1[cH:45][cH:46][cH:47][cH:48][cH:49]1.[O:1]([c:2]1[cH:3][cH:4][cH:5][cH:6][cH:7]1)[P:8](=[O:9])([O:10][c:11]1[cH:12][cH:13][cH:14][cH:15][cH:16]1)[CH2:17][S:18](=[O:19])(=[O:20])[O:21][c:22]1[cH:23][cH:24][cH:25][cH:26][cH:27]1>>[O:1]([c:2]1[cH:3][cH:4][cH:5][cH:6][cH:7]1)[P:8](=[O:9])([O:10][c:11]1[cH:12][cH:13][cH:14][cH:15][cH:16]1)[CH2:17][S:18](=[O:19])(=[O:20])[NH:42][CH2:41][CH:38]1[CH2:37][CH2:36][N:35]([C:33]([O:32][C:28]([CH3:29])([CH3:30])[CH3:31])=[O:34])[CH2:40][CH2:39]1. Starting materials: C1CCOC1, COC(=O)Cc1cncn1Cc1ccc(C#N)cc1, Cl, [Li+], [OH-]. Product: N#Cc1ccc(Cn2cncc2CC(=O)O)cc1. As a reaction SMILES: [CH2:23]1[O:24][CH2:25][CH2:26][CH2:27]1.[CH3:1][O:2][C:3]([CH2:4][c:5]1[cH:6][n:7][cH:8][n:9]1[CH2:10][c:11]1[cH:12][cH:13][c:14]([C:17]#[N:18])[cH:15][cH:16]1)=[O:19].[ClH:22].[Li+:20].[OH-:21]>>[O:2]=[C:3]([CH2:4][c:5]1[cH:6][n:7][cH:8][n:9]1[CH2:10][c:11]1[cH:12][cH:13][c:14]([C:17]#[N:18])[cH:15][cH:16]1)[OH:19].